This data is from the Open Reaction Database (ORD), a public repository of structured organic reaction records. The task is: describe an organic reaction: reactants, conditions, products, and yield The reactants are FB(F)F, Fc1ccccc1Br, CCOCC, C1CCOC1, [Li]CCCC, COC1CCC2CON=C2C1, CCCCCC, Cc1ccccc1, CCOC(C)=O, [Cl-], [NH4+], O. Yields the product COC1CCC2CONC2(c2ccccc2F)C1. As a reaction SMILES: [B:19]([F:20])([F:21])[F:22].[Br:1][c:2]1[c:3]([F:8])[cH:4][cH:5][cH:6][cH:7]1.[CH2:14]([O:15][CH2:16][CH3:17])[CH3:18].[CH2:56]1[O:57][CH2:58][CH2:59][CH2:60]1.[CH2:9]([Li:10])[CH2:11][CH2:12][CH3:13].[CH3:23][O:24][CH:25]1[CH2:26][CH2:27][CH:28]2[C:29](=[N:30][O:31][CH2:32]2)[CH2:33]1.[CH3:36][CH2:37][CH2:38][CH2:39][CH2:40][CH3:41].[CH3:42][c:43]1[cH:44][cH:45][cH:46][cH:47][cH:48]1.[CH3:50][CH2:51][O:52][C:53](=[O:54])[CH3:55].[Cl-:34].[NH4+:35].[OH2:49]>>[c:2]1([C:29]23[CH:28]([CH2:27][CH2:26][CH:25]([O:24][CH3:23])[CH2:33]2)[CH2:32][O:31][NH:30]3)[c:3]([F:8])[cH:4][cH:5][cH:6][cH:7]1. Yields the product O=C1Nc2ccccc2C(c2ccccc2)N1C1CCN(Cc2ccccc2)CC1. RXN SMILES: [C:29](=[O:30])([n:31]1[cH:32][cH:33][n:34][cH:35]1)[n:36]1[cH:37][cH:38][n:39][cH:40]1.[NH2:1][c:2]1[c:3]([CH:8]([c:9]2[cH:10][cH:11][cH:12][cH:13][cH:14]2)[NH:15][CH:16]2[CH2:17][CH2:18][N:19]([CH2:22][c:23]3[cH:24][cH:25][cH:26][cH:27][cH:28]3)[CH2:20][CH2:21]2)[cH:4][cH:5][cH:6][cH:7]1.[O:41]1[CH2:42][CH2:43][CH2:44][CH2:45]1>>[NH:1]1[c:2]2[c:3]([cH:4][cH:5][cH:6][cH:7]2)[CH:8]([c:9]2[cH:10][cH:11][cH:12][cH:13][cH:14]2)[N:15]([CH:16]2[CH2:17][CH2:18][N:19]([CH2:22][c:23]3[cH:24][cH:25][cH:26][cH:27][cH:28]3)[CH2:20][CH2:21]2)[C:29]1=[O:30]. Reactants: O=C(n1ccnc1)n1ccnc1, Nc1ccccc1C(NC1CCN(Cc2ccccc2)CC1)c1ccccc1, C1CCOC1.